From a dataset of the Open Reaction Database (ORD), a public repository of structured organic reaction records. describe an organic reaction: reactants, conditions, products, and yield Starting materials: C(C)(C)(C)OC(=O)N1CC2=CC(=C(C=C2C1)C1CC1)C1CCOCC1 (5-cyclopropyl-6-(tetrahydro-pyran-4-yl)-1,3-dihydro-isoindole-2-carboxylic acid tert-butyl ester), FC(C(=O)O)(F)F (trifluoroacetic acid). Product: FC(C(=O)O)(F)F.C1(CC1)C=1C=C2CNCC2=CC1C1CCOCC1 (5-Cyclopropyl-6-(tetrahydro-pyran-4-yl)-2,3-dihydro-1H-isoindole trifluoro-acetate). Reaction SMILES: C(OC([N:8]1[CH2:16][C:15]2[C:10](=[CH:11][C:12]([CH:20]3[CH2:25][CH2:24][O:23][CH2:22][CH2:21]3)=[C:13]([CH:17]3[CH2:19][CH2:18]3)[CH:14]=2)[CH2:9]1)=O)(C)(C)C.[F:26][C:27]([F:32])([F:31])[C:28]([OH:30])=[O:29]>>[F:26][C:27]([F:32])([F:31])[C:28]([OH:30])=[O:29].[CH:17]1([C:13]2[CH:14]=[C:15]3[C:10](=[CH:11][C:12]=2[CH:20]2[CH2:25][CH2:24][O:23][CH2:22][CH2:21]2)[CH2:9][NH:8][CH2:16]3)[CH2:18][CH2:19]1 |f:2.3|. Procedure details: Prepared in analogy to Example A2(c) from 5-cyclopropyl-6-(tetrahydro-pyran-4-yl)-1,3-dihydro-isoindole-2-carboxylic acid tert-butyl ester and trifluoroacetic acid. Brown solid. MS (m/e): 244.4 ([M+H]+, 100%).